From a dataset of the Open Reaction Database (ORD), a public repository of structured organic reaction records. describe an organic reaction: reactants, conditions, products, and yield Reactants: ClC=1C2=C(N=CN1)N(C(=C2)I)S(=O)(=O)C2=CC=CC=C2 (4-chloro-6-iodo-7-(phenylsulfonyl)-7H-pyrrolo[2,3-d]pyrimidine), O1CCCC1.O (tetrahydrofuran water), CS(=O)(=O)N1CCC(=CC1)B1OC(C(O1)(C)C)(C)C (1-(methylsulfonyl)-4-(4,4,5,5-tetramethyl-1,3,2-dioxaborolan-2-yl)-1,2,3,6-tetrahydropyridine), C([O-])([O-])=O.[Cs+].[Cs+] (cesium carbonate). Conditions: temperature 50 celsius. RXN SMILES: [Cl:1][C:2]1[C:3]2[CH:10]=[C:9](I)[N:8]([S:12]([C:15]3[CH:20]=[CH:19][CH:18]=[CH:17][CH:16]=3)(=[O:14])=[O:13])[C:4]=2[N:5]=[CH:6][N:7]=1.O1CCCC1.O.[CH3:27][S:28]([N:31]1[CH2:36][CH:35]=[C:34](B2OC(C)(C)C(C)(C)O2)[CH2:33][CH2:32]1)(=[O:30])=[O:29].C(=O)([O-])[O-].[Cs+].[Cs+]>C(OCC)(=O)C>[Cl:1][C:2]1[C:3]2[CH:10]=[C:9]([C:34]3[CH2:35][CH2:36][N:31]([S:28]([CH3:27])(=[O:30])=[O:29])[CH2:32][CH:33]=3)[N:8]([S:12]([C:15]3[CH:20]=[CH:19][CH:18]=[CH:17][CH:16]=3)(=[O:14])=[O:13])[C:4]=2[N:5]=[CH:6][N:7]=1 |f:1.2,4.5.6|. Procedure details: To a solution of 4-chloro-6-iodo-7-(phenylsulfonyl)-7H-pyrrolo[2,3-d]pyrimidine (1.9 g, 4.53 mmol) in 6:1 tetrahydrofuran/water (60 mL) was added 1-(methylsulfonyl)-4-(4,4,5,5-tetramethyl-1,3,2-dioxaborolan-2-yl)-1,2,3,6-tetrahydropyridine (1.56 g, 5.43 mmol), [1,1′-bis(diphenylphosphino)ferrocene]dichloropalladium(II)-dichloromethane complex (0.37 g, 0.453 mmol) and cesium carbonate (3.54 g, 10.87 mmol). The mixture was heated at 50° C. overnight, cooled and diluted with 50 mL ethyl acetate. Th... Product: ClC=1C2=C(N=CN1)N(C(=C2)C=2CCN(CC2)S(=O)(=O)C)S(=O)(=O)C2=CC=CC=C2 (4-chloro-6-(1-(methylsulfonyl)-1,2,3,6-tetrahydropyridin-4-yl)-7-(phenylsulfonyl)-7H-pyrrolo[2,3-d]pyrimidine). Solvent: C(C)(=O)OCC (ethyl acetate).